From a dataset of the Open Reaction Database (ORD), a public repository of structured organic reaction records. describe an organic reaction: reactants, conditions, products, and yield The product is CCCCCCCCON1C(C)(C)CC(NC(C)=O)CC1(C)C. RXN SMILES: [C:25]([CH3:27])([CH3:28])([O:29][OH:26])[CH3:30].[CH3:11][C:12]1([CH3:24])[NH:13][C:14]([CH3:22])([CH3:23])[CH2:15][CH:16]([NH:18][C:19]([CH3:20])=[O:21])[CH2:17]1.[CH3:1][CH2:2][CH2:3][CH2:4][CH2:5][CH2:6][CH2:7][CH3:8].[Cl-:10].[Na+:9].[O:31]=[Mo:32](=[O:33])=[O:34]>>[CH2:1]([CH2:2][CH2:3][CH2:4][CH2:5][CH2:6][CH2:7][CH3:8])[O:29][N:13]1[C:12]([CH3:11])([CH3:24])[CH2:17][CH:16]([NH:18][C:19]([CH3:20])=[O:21])[CH2:15][C:14]1([CH3:22])[CH3:23]. The reactants are CC(C)(C)OO, CC(=O)NC1CC(C)(C)NC(C)(C)C1, CCCCCCCC, [Cl-], [Na+], O=[Mo](=O)=O. Starting materials: [Al+3], C1CCOC1, CON1CCC(Sc2cn(C)c3ccc(C(N)=O)cc23)CC1, [H-], [H-], [H-], [H-], [Li+], [Na+], [Na+], O=S(=O)([O-])[O-]. The product is CON1CCC(Sc2cn(C)c3ccc(CN)cc23)CC1. As a reaction SMILES: [Al+3:24].[CH2:36]1[O:37][CH2:38][CH2:39][CH2:40]1.[CH3:1][O:2][N:3]1[CH2:4][CH2:5][CH:6]([S:9][c:10]2[cH:11][n:12]([CH3:22])[c:13]3[cH:14][cH:15][c:16]([C:19](=[O:20])[NH2:21])[cH:17][c:18]23)[CH2:7][CH2:8]1.[H-:23].[H-:26].[H-:27].[H-:28].[Li+:25].[Na+:29].[Na+:30].[O-:31][S:32](=[O:33])(=[O:34])[O-:35]>>[CH3:1][O:2][N:3]1[CH2:4][CH2:5][CH:6]([S:9][c:10]2[cH:11][n:12]([CH3:22])[c:13]3[cH:14][cH:15][c:16]([CH2:19][NH2:21])[cH:17][c:18]23)[CH2:7][CH2:8]1. Reactants: CS(=O)(=O)Cl (methanesulfonyl chloride), FC1=C(C=CC(=C1)F)[C@@](CN1N=CN=C1)([C@H]([C@H](C)O)C)O ((2R*,3S*,4S*)-2-(2,4-difluorophenyl)-3-methyl-1-(1H-1,2,4-triazol-1-yl)-2,4-pentanediol). Solvent: N1=CC=CC=C1 (pyridine). Reaction conditions: time 2.5 hour. Yields the product FC1=C(C=CC(=C1)F)[C@@](CN1N=CN=C1)([C@H]([C@H](C)OS(=O)(=O)C)C)O ((2R*,3S*,4S*)-2-(2,4-Difluorophenyl)-4-(methanesulfonyloxy)-3-methyl-1-(1H-1,2,4-triazol-1-yl)-2-pentanol). Yield: 99.9%. Reaction SMILES: [CH3:1][S:2](Cl)(=[O:4])=[O:3].[F:6][C:7]1[CH:12]=[C:11]([F:13])[CH:10]=[CH:9][C:8]=1[C@:14]([OH:26])([C@@H:21]([CH3:25])[C@@H:22]([OH:24])[CH3:23])[CH2:15][N:16]1[CH:20]=[N:19][CH:18]=[N:17]1>N1C=CC=CC=1>[F:6][C:7]1[CH:12]=[C:11]([F:13])[CH:10]=[CH:9][C:8]=1[C@:14]([OH:26])([C@@H:21]([CH3:25])[C@@H:22]([O:24][S:2]([CH3:1])(=[O:4])=[O:3])[CH3:23])[CH2:15][N:16]1[CH:20]=[N:19][CH:18]=[N:17]1. Procedure: 140 mg (1.22 mmole) of methanesulfonyl chloride were added at 0° C. to a solution of 213 mg (0.72 mmole) of (2R*,3S*,4S*)-2-(2,4-difluorophenyl)-3-methyl-1-(1H-1,2,4-triazol-1-yl)-2,4-pentanediol [prepared as described in step (b) above] in 4 ml of pyridine, and the mixture was stirred for 2.5 hours. At the end of this time, the pyridine was removed by distillation under reduced pressure. The resulting residue was mixed with a dilute aqueous solution of sodium hydrogencarbonate and extracted wit... The reactants are ClC1=CC=C(C=C1)C1=NC=2C(=NC=CC2)N1[C@H](C(=O)O)C ((S)-2-(4-chlorophenyl)-α-methyl-3H-imidazo[4,5-b]pyridine-3-acetic acid), C(=O)(N1C=NC=C1)N1C=NC=C1 (1,1'-carbonyldiimidazole), C(CC)NCCC (dipropylamine). The solvent is O1CCCC1 (tetrahydrofuran), O1CCCC1 (tetrahydrofuran). Run at temperature 50 celsius. Yields the product ClC1=CC=C(C=C1)C1=NC=2C(=NC=CC2)N1[C@H](C(=O)N(CCC)CCC)C ((S)-2-(4-Chlorophenyl)-α-methyl-N,N-dipropyl-3H-imidazo[4,5-b]pyridine-3-acetamide). Yield: 52.1%. As a reaction SMILES: [Cl:1][C:2]1[CH:7]=[CH:6][C:5]([C:8]2[N:16]([C@@H:17]([CH3:21])[C:18]([OH:20])=O)[C:11]3=[N:12][CH:13]=[CH:14][CH:15]=[C:10]3[N:9]=2)=[CH:4][CH:3]=1.C(N1C=CN=C1)(N1C=CN=C1)=O.[CH2:34]([NH:37][CH2:38][CH2:39][CH3:40])[CH2:35][CH3:36]>O1CCCC1>[Cl:1][C:2]1[CH:3]=[CH:4][C:5]([C:8]2[N:16]([C@@H:17]([CH3:21])[C:18]([N:37]([CH2:38][CH2:39][CH3:40])[CH2:34][CH2:35][CH3:36])=[O:20])[C:11]3=[N:12][CH:13]=[CH:14][CH:15]=[C:10]3[N:9]=2)=[CH:6][CH:7]=1. Reported procedure: A solution of (S)-2-(4-chlorophenyl)-α-methyl-3H-imidazo[4,5-b]pyridine-3-acetic acid (5.0 g, 0.0166 mole), 1,1'-carbonyldiimidazole (3.21 g, 0.0198 mole) and dry tetrahydrofuran (100 ml) was stirred at room temperature for 3 hours with nitrogen bubbling through it. A solution of dipropylamine (5.04 g, 0.050 mole) in tetrahydrofuran (7 ml) was added and the solution was heated at 50° C. overnight under nitrogen. The solvents were evaporated under reduced pressure and the resulting oil was partit...